From a dataset of the Open Reaction Database (ORD), a public repository of structured organic reaction records. describe an organic reaction: reactants, conditions, products, and yield Starting materials: C(C)(C)(C)OC(NCCNC=1N=NC(=C(N1)N1CCC2=C(CC1)C=CC=C2)C#N)=O ({2-[6-cyano-5-(1,2,4,5-tetrahydro-benzo[d]azepin-3-yl)-[1,2,4]triazin-3-ylamino]-ethyl}-carbamic acid tert-butyl ester), FC(C(=O)O)(F)F (trifluoroacetic acid). Solvent: ClCCl (dichloromethane). Conditions: time 1 hour. Yields the product FC(C(=O)O)(F)F.NCCNC=1N=NC(=C(N1)N1CCC2=C(CC1)C=CC=C2)C#N (3-(2-amino-ethylamino)-5 -(1,2,4,5-tetrahydro-benzo[d]azepin-3-yl)-[1,2,4]triazine-6-carbonitrile trifluoro-acetate). The yield is 47.0%. Reaction SMILES: C(OC(=O)[NH:7][CH2:8][CH2:9][NH:10][C:11]1[N:12]=[N:13][C:14]([C:28]#[N:29])=[C:15]([N:17]2[CH2:23][CH2:22][C:21]3[CH:24]=[CH:25][CH:26]=[CH:27][C:20]=3[CH2:19][CH2:18]2)[N:16]=1)(C)(C)C.[F:31][C:32]([F:37])([F:36])[C:33]([OH:35])=[O:34]>ClCCl>[F:31][C:32]([F:37])([F:36])[C:33]([OH:35])=[O:34].[NH2:7][CH2:8][CH2:9][NH:10][C:11]1[N:12]=[N:13][C:14]([C:28]#[N:29])=[C:15]([N:17]2[CH2:23][CH2:22][C:21]3[CH:24]=[CH:25][CH:26]=[CH:27][C:20]=3[CH2:19][CH2:18]2)[N:16]=1 |f:3.4|. Procedure details: To a solution of 60 mg (0.15 mmol) of {2-[6-cyano-5-(1,2,4,5-tetrahydro-benzo[d]azepin-3-yl)-[1,2,4]triazin-3-ylamino]-ethyl}-carbamic acid tert-butyl ester as prepared in example 8 in 2 ml of dichloromethane were added 0.2 ml of trifluoroacetic acid. The reaction mixture was stirred at room temperature for one hour and then evaporated under reduced pressure. The solid residue was dispersed in ether. The resulting solid was filtered and gave 30 mg (47% of theory) of 3-(2-amino-ethylamino)-5 -(1,... Starting materials: [N+](=O)([O-])C=1C=C(C=CC1)CC(=O)N[C@@H](C)C(=O)O (N-(3-nitrophenylacetyl)-L-alanine), Cl.N[C@H](C(=O)OC)CC (methyl (S)-2-aminobutanoate hydrochloride), N[C@H](C(=O)O)CC ((S)-(+)-2-aminobutyric acid). Yields the product [N+](=O)([O-])C=1C=C(C=CC1)CC(=O)N[C@@H](C)C(=O)N[C@H](C(=O)OC)CC (Methyl N-[N-(3-nitrophenylacetyl)-L-alaninyl]-(S)-2-aminobutanoate). RXN SMILES: [N+:1]([C:4]1[CH:5]=[C:6]([CH2:10][C:11]([NH:13][C@H:14]([C:16]([OH:18])=O)[CH3:15])=[O:12])[CH:7]=[CH:8][CH:9]=1)([O-:3])=[O:2].Cl.[NH2:20][C@@H:21]([CH2:26][CH3:27])[C:22]([O:24][CH3:25])=[O:23].N[C@@H](CC)C(O)=O>>[N+:1]([C:4]1[CH:5]=[C:6]([CH2:10][C:11]([NH:13][C@H:14]([C:16]([NH:20][C@@H:21]([CH2:26][CH3:27])[C:22]([O:24][CH3:25])=[O:23])=[O:18])[CH3:15])=[O:12])[CH:7]=[CH:8][CH:9]=1)([O-:3])=[O:2] |f:1.2|. Reported procedure: Following General Procedure C and using N-(3-nitrophenylacetyl)-L-alanine (from Example D11 above) and methyl (S)-2-aminobutanoate hydrochloride prepared from (S)-(+)-2-aminobutyric acid (Aldrich) using General Procedure H), the title compound was prepared as a solid (mp=154-157° C.). The reactants are CC(=O)OC(C)=O, Nc1nc2c(Oc3cncc(-c4ccc(C(F)(F)F)cc4)n3)cccc2s1, c1ccncc1. Product: CC(=O)Nc1nc2c(Oc3cncc(-c4ccc(C(F)(F)F)cc4)n3)cccc2s1. RXN SMILES: [CH3:28][C:29](=[O:30])[O:31][C:32](=[O:33])[CH3:34].[F:1][C:2]([c:3]1[cH:4][cH:5][c:6](-[c:9]2[cH:10][n:11][cH:12][c:13]([O:15][c:16]3[cH:17][cH:18][cH:19][c:20]4[c:21]3[n:22][c:23]([NH2:25])[s:24]4)[n:14]2)[cH:7][cH:8]1)([F:26])[F:27].[cH:35]1[cH:36][cH:37][n:38][cH:39][cH:40]1>>[F:1][C:2]([c:3]1[cH:4][cH:5][c:6](-[c:9]2[cH:10][n:11][cH:12][c:13]([O:15][c:16]3[cH:17][cH:18][cH:19][c:20]4[c:21]3[n:22][c:23]([NH:25][C:29]([CH3:28])=[O:30])[s:24]4)[n:14]2)[cH:7][cH:8]1)([F:26])[F:27]. Starting materials: [N+](=O)([O-])C1=CC(=C(C=C1C=O)OC)OC (6-nitroveratraldehyde), C(C)(=O)O (acetic acid), C(C)N(C1=CC=C(C=C1)N)CC (N,N-diethyl-p-phenylenediamine). Run in C(C)O (ethanol), C(C)O (ethanol). The product is [N+](=O)([O-])C1=CC(=C(C=C1C=NC1=CC=C(C=C1)N(CC)CC)OC)OC (6-Nitroveratrylidene-N,N,-diethyl-p-phenylenediamine). Isolated yield 83.0%. RXN SMILES: [N+:1]([C:4]1[C:9]([CH:10]=O)=[CH:8][C:7]([O:12][CH3:13])=[C:6]([O:14][CH3:15])[CH:5]=1)([O-:3])=[O:2].C(O)(=O)C.[CH2:20]([N:22]([CH2:30][CH3:31])[C:23]1[CH:28]=[CH:27][C:26]([NH2:29])=[CH:25][CH:24]=1)[CH3:21]>C(O)C>[N+:1]([C:4]1[C:9]([CH:10]=[N:29][C:26]2[CH:25]=[CH:24][C:23]([N:22]([CH2:30][CH3:31])[CH2:20][CH3:21])=[CH:28][CH:27]=2)=[CH:8][C:7]([O:12][CH3:13])=[C:6]([O:14][CH3:15])[CH:5]=1)([O-:3])=[O:2]. Procedure: To a refluxing, stirred suspension of 63.3 g (0.3 mole) of 6-nitroveratraldehyde and 1.0 ml glacial acetic acid in 800 ml ethanol was added over 15 min a solution containing 54 g (0.33 mole) of N,N-diethyl-p-phenylenediamine in 50 ml ethanol. The resulting solution was stirred and refluxed for 1 hr, then stored at 0°. The solid was collected, washed with 200 ml cold ethanol, and air dried to give 89 g (83%) of the product m.p. 117°-122°. Starting materials: BrC=1C=CC2=C(C=C(CCN2C(=O)OC(C)(C)C)C(=O)OC)C1 (methyl 7-bromo-1-(t-butoxycarbonyl)-2,3-dihydro-1H-1-benzazepine-4-carboxylate), B(OC1=CC(=C(C=C1)OCC)OCC)([O-])[O-] (3,4-diethoxyphenyl borate), C([O-])([O-])=O.[K+].[K+] (potassium carbonate), C(C)O (ethanol). The reagents and catalysts are C=1C=CC(=CC1)[P](C=2C=CC=CC2)(C=3C=CC=CC3)[Pd]([P](C=4C=CC=CC4)(C=5C=CC=CC5)C=6C=CC=CC6)([P](C=7C=CC=CC7)(C=8C=CC=CC8)C=9C=CC=CC9)[P](C=1C=CC=CC1)(C=1C=CC=CC1)C=1C=CC=CC1 (tetrakis(triphenylphosphine)palladium). Run in C1(=CC=CC=C1)C (toluene). Reaction conditions: time 30 minute. The product is N1=CC=C(CC2=C1C=CC=C2)C(=O)OC (methyl 1-benzazepine-4-carboxylate). Isolated yield 247.0%. As a reaction SMILES: Br[C:2]1[CH:3]=[CH:4][C:5]2[N:11](C(OC(C)(C)C)=O)[CH2:10][CH2:9][C:8]([C:19]([O:21][CH3:22])=[O:20])=[CH:7][C:6]=2[CH:23]=1.B([O-])([O-])OC1C=CC(OCC)=C(OCC)C=1.C(=O)([O-])[O-].[K+].[K+].C(O)C>C1C=CC([P]([Pd]([P](C2C=CC=CC=2)(C2C=CC=CC=2)C2C=CC=CC=2)([P](C2C=CC=CC=2)(C2C=CC=CC=2)C2C=CC=CC=2)[P](C2C=CC=CC=2)(C2C=CC=CC=2)C2C=CC=CC=2)(C2C=CC=CC=2)C2C=CC=CC=2)=CC=1.C1(C)C=CC=CC=1>[N:11]1[C:5]2[CH:4]=[CH:3][CH:2]=[CH:23][C:6]=2[CH2:7][C:8]([C:19]([O:21][CH3:22])=[O:20])=[CH:9][CH:10]=1 |f:2.3.4,^1:52,54,73,92|. Procedure: A mixture of methyl 7-bromo-1-(t-butoxycarbonyl)-2,3-dihydro-1H-1-benzazepine-4-carboxylate (1.0 g), 3,4-diethoxyphenyl borate (0.63 g), 1M potassium carbonate solution (8 ml), ethanol (8 ml) and toluene (50 ml) was stirred under argon atmosphere at room temperature for 30 minutes. To the mixture was added tetrakis(triphenylphosphine)palladium (0.12 g), and the mixture was refluxed overnight under argon atmosphere and extracted with ethyl acetate. The organic layer was washed with water and satu... Reactants: NCCN, ClCCl, N#CCNc1ccc(Cl)cc1Cl, Clc1ccccc1Cl, Cc1ccc(S(=O)(=O)O)cc1. Product: Clc1ccc(NCC2=NCCN2)c(Cl)c1, Cc1ccc(S(=O)(=O)O)cc1. RXN SMILES: [CH2:24]([CH2:25][NH2:26])[NH2:27].[CH2:36]([Cl:37])[Cl:38].[Cl:1][c:2]1[c:3]([NH:4][CH2:5][C:6]#[N:7])[cH:8][cH:9][c:10]([Cl:12])[cH:11]1.[Cl:28][c:29]1[c:30]([Cl:31])[cH:32][cH:33][cH:34][cH:35]1.[c:13]1([CH3:23])[cH:14][cH:15][c:16]([S:19](=[O:20])(=[O:21])[OH:22])[cH:17][cH:18]1>>[Cl:1][c:2]1[c:3]([NH:4][CH2:5][C:6]2=[N:7][CH2:24][CH2:25][NH:26]2)[cH:8][cH:9][c:10]([Cl:12])[cH:11]1.[c:13]1([CH3:23])[cH:14][cH:15][c:16]([S:19](=[O:20])(=[O:21])[OH:22])[cH:17][cH:18]1. Starting materials: CS(=O)(=O)c1cc(O)cc(Br)c1, O=C([O-])[O-], CCOC(=O)CCCOc1cccc(CCCCCCBr)c1CCC(=O)OCC, CC(C)=O, [K+], [K+], CN(C)C=O. The product is CCOC(=O)CCCOc1cccc(CCCCCCOc2cc(Br)cc(S(C)(=O)=O)c2)c1CCC(=O)OCC. Reaction SMILES: [Br:1][c:2]1[cH:3][c:4]([OH:12])[cH:5][c:6]([S:8](=[O:9])(=[O:10])[CH3:11])[cH:7]1.[C:13](=[O:14])([O-:15])[O-:16].[CH2:19]([CH3:20])[O:21][C:22]([CH2:23][CH2:24][CH2:25][O:26][c:27]1[c:28]([CH2:40][CH2:41][C:42](=[O:43])[O:44][CH2:45][CH3:46])[c:29]([CH2:33][CH2:34][CH2:35][CH2:36][CH2:37][CH2:38][Br:39])[cH:30][cH:31][cH:32]1)=[O:47].[CH3:48][C:49](=[O:50])[CH3:51].[K+:17].[K+:18].[O:52]=[CH:53][N:54]([CH3:55])[CH3:56]>>[Br:1][c:2]1[cH:3][c:4]([O:12][CH2:38][CH2:37][CH2:36][CH2:35][CH2:34][CH2:33][c:29]2[c:28]([CH2:40][CH2:41][C:42](=[O:43])[O:44][CH2:45][CH3:46])[c:27]([O:26][CH2:25][CH2:24][CH2:23][C:22]([O:21][CH2:19][CH3:20])=[O:47])[cH:32][cH:31][cH:30]2)[cH:5][c:6]([S:8](=[O:9])(=[O:10])[CH3:11])[cH:7]1.